Dataset: the Open Reaction Database (ORD), a public repository of structured organic reaction records. Task: describe an organic reaction: reactants, conditions, products, and yield Starting materials: C1(CC1)C1=NOC(=N1)C=1N=CN2C3=C(C(NCC12)=O)C=C(C=C3)Br (3(-3-Cyclopropyl-[1,2,4]oxadiazol-5-yl)-8-bromo-4,5-dihydro-2,5,10b-triaza-benzo[e]azulene-6-one), CN(C1=CC=C(C=C1)C)C (N,N-dimethyl-p-toluidine), P(=O)(Cl)(Cl)Cl (Phosphorus oxychloride). Solvent: ClC1=CC=CC=C1 (chlorobenzene). Product: ClC=1C2=C(N3C=NC(=C3CN1)C1=NC(=NO1)C1CC1)C=CC(=C2)Br (6-Chloro-3-(3-cyclopropyl-[1,2,4]oxadiazol-5-yl)-8-bromo-4H-2,5,10b-triaza-benzo[e]azulene). Reaction SMILES: [CH:1]1([C:4]2[N:8]=[C:7]([C:9]3[N:10]=[CH:11][N:12]4[C:18]=3[CH2:17][NH:16][C:15](=O)[C:14]3[CH:20]=[C:21]([Br:24])[CH:22]=[CH:23][C:13]4=3)[O:6][N:5]=2)[CH2:3][CH2:2]1.CN(C)C1C=CC(C)=CC=1.P(Cl)(Cl)([Cl:37])=O>ClC1C=CC=CC=1>[Cl:37][C:15]1[C:14]2[CH:20]=[C:21]([Br:24])[CH:22]=[CH:23][C:13]=2[N:12]2[C:18]([CH2:17][N:16]=1)=[C:9]([C:7]1[O:6][N:5]=[C:4]([CH:1]3[CH2:3][CH2:2]3)[N:8]=1)[N:10]=[CH:11]2. Reported procedure: 3(-3-Cyclopropyl-[1,2,4]oxadiazol-5-yl)-8-bromo-4,5-dihydro-2,5,10b-triaza-benzo[e]azulene-6-one (1.1 g, 20.3 mmol) and N,N-dimethyl-p-toluidine (881 μL, 6.1 mmol) were mixed in chlorobenzene (8 mL) under Argon. Phosphorus oxychloride (279 μL, 3.1 mmol) was then added at room temperature and the resulting mixture heated under reflux for 2.5 h. After cooling, the mixture was evaporated and then extracted with CH2Cl2 (50 mL) and water (25 mL). The organic layer was separated, dried (Na2SO4) and ev...